Dataset: the Open Reaction Database (ORD), a public repository of structured organic reaction records. Task: describe an organic reaction: reactants, conditions, products, and yield Reactants: CO, CC=[N+]=[N-], CCCCN(CCCC)CCCOC(=O)c1ccc2c(c1)cc(O)c1cc(C(=O)OCCCN(CCCC)CCCC)ccc12. The product is CCCCN(CCCC)CCCOC(=O)c1ccc2c(c1)cc(OCC)c1cc(C(=O)OCCCN(CCCC)CCCC)ccc12. Reaction SMILES: [CH3:50][OH:51].[N+:46](=[N-:47])=[CH:48][CH3:49].[OH:1][c:2]1[c:3]2[cH:4][c:5]([C:31](=[O:32])[O:33][CH2:34][CH2:35][CH2:36][N:37]([CH2:38][CH2:39][CH2:40][CH3:41])[CH2:42][CH2:43][CH2:44][CH3:45])[cH:6][cH:7][c:8]2[c:9]2[cH:10][cH:11][c:12]([C:16](=[O:17])[O:18][CH2:19][CH2:20][CH2:21][N:22]([CH2:23][CH2:24][CH2:25][CH3:26])[CH2:27][CH2:28][CH2:29][CH3:30])[cH:13][c:14]2[cH:15]1>>[O:1]([c:2]1[c:3]2[cH:4][c:5]([C:31](=[O:32])[O:33][CH2:34][CH2:35][CH2:36][N:37]([CH2:38][CH2:39][CH2:40][CH3:41])[CH2:42][CH2:43][CH2:44][CH3:45])[cH:6][cH:7][c:8]2[c:9]2[cH:10][cH:11][c:12]([C:16](=[O:17])[O:18][CH2:19][CH2:20][CH2:21][N:22]([CH2:23][CH2:24][CH2:25][CH3:26])[CH2:27][CH2:28][CH2:29][CH3:30])[cH:13][c:14]2[cH:15]1)[CH2:48][CH3:49]. Starting materials: C1CCOC1, O=C=NCCCl, COC(=O)c1ccc(N)cc1. The product is COC(=O)c1ccc(NC(=O)NCCCl)cc1. Reaction SMILES: [CH2:18]1[O:19][CH2:20][CH2:21][CH2:22]1.[Cl:12][CH2:13][CH2:14][N:15]=[C:16]=[O:17].[NH2:1][c:2]1[cH:3][cH:4][c:5]([C:6](=[O:7])[O:8][CH3:9])[cH:10][cH:11]1>>[NH:1]([c:2]1[cH:3][cH:4][c:5]([C:6](=[O:7])[O:8][CH3:9])[cH:10][cH:11]1)[C:16]([NH:15][CH2:14][CH2:13][Cl:12])=[O:17].